Dataset: the Open Reaction Database (ORD), a public repository of structured organic reaction records. Task: describe an organic reaction: reactants, conditions, products, and yield The reactants are CCOC(=O)CCc1cc(Br)c2c(c1)CCO2, Cl, [Na+], C1CCOC1, [OH-]. Yields the product O=C(O)CCc1cc(Br)c2c(c1)CCO2. RXN SMILES: [Br:3][c:4]1[cH:5][c:6]([CH2:13][CH2:14][C:15](=[O:16])[O:17][CH2:18][CH3:19])[cH:7][c:8]2[c:12]1[O:11][CH2:10][CH2:9]2.[ClH:20].[Na+:2].[O:21]1[CH2:22][CH2:23][CH2:24][CH2:25]1.[OH-:1]>>[Br:3][c:4]1[cH:5][c:6]([CH2:13][CH2:14][C:15](=[O:16])[OH:17])[cH:7][c:8]2[c:12]1[O:11][CH2:10][CH2:9]2. Reactants: C(C=CC1=CC=CC=C1)#N (cinnamonitrile), CC1=CC(=NN1)N (5-methyl-1H-pyrazole-3-amine), O1CCC(CC1)N (tetrahydro-2H-pyran-4-amine). Product: O1CCC(CC1)NC1=NC(=NC(=C1)NC1=NNC(=C1)C)C=CC1=CC=CC=C1 (N4-(tetrahydro-2H-pyran-4-yl)-N6-(5-methyl-1H-pyrazol-3-yl)-2-styrylpyrimidine-4,6-diamine). As a reaction SMILES: [C:1](#[N:10])[CH:2]=[CH:3][C:4]1[CH:9]=[CH:8][CH:7]=[CH:6][CH:5]=1.[CH3:11][C:12]1[NH:16][N:15]=[C:14]([NH2:17])[CH:13]=1.[O:18]1[CH2:23][CH2:22][CH:21]([NH2:24])[CH2:20][CH2:19]1>>[O:18]1[CH2:23][CH2:22][CH:21]([NH:24][C:3]2[CH:2]=[C:1]([NH:17][C:14]3[CH:13]=[C:12]([CH3:11])[NH:16][N:15]=3)[N:10]=[C:1]([CH:2]=[CH:3][C:4]3[CH:9]=[CH:8][CH:7]=[CH:6][CH:5]=3)[N:10]=2)[CH2:20][CH2:19]1. Procedure details: Example 99 was synthesized via Scheme 6 according to the general scheme provided above with the appropriate starting materials cinnamonitrile, 5-methyl-1H-pyrazole-3-amine, and tetrahydro-2H-pyran-4-amine. Structure of the target was confirmed by 1H-NMR. The 1H-NMR is attached. Reactants: C(C)(=O)O (acetic acid), [Cu] (copper), [Cu] (Copper), graphite. Reagents/catalysts: O.[Cl-].C(C)[N+](CC)(CC)CC (tetraethylammonium chloride hydrate). Run in CO (methanol). Yields the product C(C)(=O)[O-].[Cu+2].C(C)(=O)[O-] (copper acetate). The yield is 33.6%. Reaction SMILES: [C:1]([OH:4])(=[O:3])[CH3:2].[Cu:5]>O.[Cl-].C([N+](CC)(CC)CC)C.CO>[C:1]([O-:4])(=[O:3])[CH3:2].[Cu+2:5].[C:1]([O-:4])(=[O:3])[CH3:2] |f:2.3.4,6.7.8|. Reported procedure: The same procedure was repeated in this reaction except that 9.0 g (0.150 mole) of acetic acid, 60 g methanol and 0.30 g of tetraethylammonium chloride hydrate were used. Copper foil was used as the anode and a graphite rod as the cathode. After passing 15.984 coulombs of electricity, 4.80 g (0.076 mole) of copper was consumed. The reaction solution was filtered to remove the metallic particles and the solvent was removed at reduced pressure. This gave a blue-greenish solid of copper acetate con... Product: ClC1C(C(N(O1)CC1=C(C=CC=C1)Cl)=O)(C)C (5-chloro-2-(2-chlorophenyl)methyl-4,4-dimethyl-3-isoxazolidinone). Reactants: ClC(C(C(=O)N(O)CC1=C(C=CC=C1)Cl)(C)C)Cl (3,3-dichloro-N-(2-chlorophenyl)methyl-N-hydroxy-2,2-dimethylpropanamide), [OH-].[K+] (potassium hydroxide). Procedure details: These compounds were prepared in the manner of Example 16, using 7.7 grams (0.025 mole) of 3,3-dichloro-N-(2-chlorophenyl)methyl-N-hydroxy-2,2-dimethylpropanamide (prepared in Example 10) and 1.6 grams (0.025 mole) of 85% pure potassium hydroxide in 70 ml of methanol. Thin layer chromatographic analysis of the reaction mixture on silica gel using 20% ethyl acetate in hexane as an eluent indicated that the reaction mixture was a two-component mixture. The crude reaction mixture was subjected to c... RXN SMILES: [Cl:1][CH:2](Cl)[C:3]([CH3:17])([CH3:16])[C:4]([N:6]([CH2:8][C:9]1[CH:14]=[CH:13][CH:12]=[CH:11][C:10]=1[Cl:15])[OH:7])=[O:5].[OH-].[K+]>CO.CCCCCC.CCCCCCC>[Cl:1][CH:2]1[O:7][N:6]([CH2:8][C:9]2[CH:14]=[CH:13][CH:12]=[CH:11][C:10]=2[Cl:15])[C:4](=[O:5])[C:3]1([CH3:17])[CH3:16] |f:1.2|. Run in CCCCCC (hexane), CCCCCCC (heptane), CO (methanol). Isolated yield 24.8%. Starting materials: C1CCOC1, CCNCCO, C#CC(C)(C)Cl, Cl[Cu]. The product is C#CC(C)(C)N(CC)CCO. RXN SMILES: [CH2:13]1[O:14][CH2:15][CH2:16][CH2:17]1.[CH2:1]([CH3:2])[NH:3][CH2:4][CH2:5][OH:6].[Cl:7][C:8]([C:9]#[CH:10])([CH3:11])[CH3:12].[Cu:18][Cl:19]>>[CH2:1]([CH3:2])[N:3]([CH2:4][CH2:5][OH:6])[C:8]([C:9]#[CH:10])([CH3:11])[CH3:12]. Reactants: [OH-].[Na+] (sodium hydroxide), C(C)O (ethanol), C(C=1C(O)=CC=CC1)=O (Salicylaldehyde), C(C)O (ethanol), BrCCBr (1,2-dibromoethane). The solvent is O (water). The product is C(=O)C1=C(C=CC=C1)OCCOC1=C(C=CC=C1)C=O (1,4-bis(2-formylphenyl)-1,4-dioxabutane). RXN SMILES: [CH:1](=[O:9])[C:2]1[C:3](=[CH:5][CH:6]=[CH:7][CH:8]=1)[OH:4].[OH-:10].[Na+].Br[CH2:13][CH2:14]Br.[CH2:16]([OH:18])[CH3:17]>O>[CH:1]([C:2]1[CH:8]=[CH:7][CH:6]=[CH:5][C:3]=1[O:4][CH2:17][CH2:16][O:18][C:5]1[CH:3]=[CH:2][CH:8]=[CH:7][C:13]=1[CH:14]=[O:10])=[O:9] |f:1.2|. Reported procedure: Salicylaldehyde (97.6 g) was dissolved in 80 cm3 of ethanol. An aqueous solution of sodium hydroxide (32 g) in 1 dm3 of water was added to give a yellow solution. 1,2-dibromoethane (73.6 g) was then added followed by sufficient ethanol to give an homogeneous solution. The mixture was stirred under nitrogen and heated to reflux temperature and maintained at reflux temperature under nitrogen for 44 hours. The mixture was allowed to cool and a solid precipitated. The solid was filtered off and drie... The reactants are BrC=1C=C2C(=NN(C2=CC1)COCC[Si](C)(C)C)I (5-bromo-3-iodo-1-((2-(trimethylsilyl)ethoxy)methyl)-1H-indazole), NC1=NC2=C(N1C1=CC=CC=C1)C=CC(=C2)CO ((2-amino-1-phenyl-1H-benzoimidazol-5-yl)methanol), CN[C@H]1[C@@H](CCCC1)NC (trans-N1,N2-dimethylcyclohexane-1,2-diamine), P(=O)([O-])([O-])[O-].[K+].[K+].[K+] (potassium phosphate). The reagents and catalysts are [Cu]I (copper(I) iodide). Run in O1CCCC1 (tetrahydrofuran), C(C)(=O)OCC (ethyl acetate). Yields the product BrC=1C=C2C(=NN(C2=CC1)COCC[Si](C)(C)C)NC1=NC2=C(N1C1=CC=CC=C1)C=CC(=C2)CO ((2-(5-bromo-1((2-(trimethylsilyl)ethoxy)methyl)-1H-indazol-3-ylamino)-1-phenyl-1H-benzo[d]imidazol-5-yl)methanol). Yield: 7.3%. As a reaction SMILES: [Br:1][C:2]1[CH:3]=[C:4]2[C:8](=[CH:9][CH:10]=1)[N:7]([CH2:11][O:12][CH2:13][CH2:14][Si:15]([CH3:18])([CH3:17])[CH3:16])[N:6]=[C:5]2I.[NH2:20][C:21]1[N:25]([C:26]2[CH:31]=[CH:30][CH:29]=[CH:28][CH:27]=2)[C:24]2[CH:32]=[CH:33][C:34]([CH2:36][OH:37])=[CH:35][C:23]=2[N:22]=1.CN[C@@H]1CCCC[C@H]1NC.P([O-])([O-])([O-])=O.[K+].[K+].[K+]>O1CCCC1.C(OCC)(=O)C.[Cu]I>[Br:1][C:2]1[CH:3]=[C:4]2[C:8](=[CH:9][CH:10]=1)[N:7]([CH2:11][O:12][CH2:13][CH2:14][Si:15]([CH3:18])([CH3:17])[CH3:16])[N:6]=[C:5]2[NH:20][C:21]1[N:25]([C:26]2[CH:27]=[CH:28][CH:29]=[CH:30][CH:31]=2)[C:24]2[CH:32]=[CH:33][C:34]([CH2:36][OH:37])=[CH:35][C:23]=2[N:22]=1 |f:3.4.5.6|. Reported procedure: A mixture of 5-bromo-3-iodo-1-((2-(trimethylsilyl)ethoxy)methyl)-1H-indazole (906 mg, 0.00200 mol), (2-amino-1-phenyl-1H-benzoimidazol-5-yl)methanol (435 mg, 0.00182 mol), copper(I) iodide (110 mg, 0.00056 mol), trans-N1,N2-dimethylcyclohexane-1,2-diamine (160 mg, 0.0011 mol) and potassium phosphate (772 mg, 0.00364 mol) in tetrahydrofuran (19.4 mL) was stirred under argon sparging until a greenish suspension formed. The mixture was then microwaved at 140° C. for 3 hours. The reaction mixture wa...